Dataset: the Open Reaction Database (ORD), a public repository of structured organic reaction records. Task: describe an organic reaction: reactants, conditions, products, and yield Starting materials: Cl, Cl, O=C(O)C1CCc2cc(I)ccc2O1, NCC(O)c1cccnc1. Product: O=C(NCC(O)c1cccnc1)C1CCc2cc(I)ccc2O1. Reaction SMILES: [ClH:15].[ClH:16].[I:1][c:2]1[cH:3][c:4]2[c:9]([cH:10][cH:11]1)[O:8][CH:7]([C:12](=[O:13])[OH:14])[CH2:6][CH2:5]2.[NH2:17][CH2:18][CH:19]([OH:20])[c:21]1[cH:22][n:23][cH:24][cH:25][cH:26]1>>[I:1][c:2]1[cH:3][c:4]2[c:9]([cH:10][cH:11]1)[O:8][CH:7]([C:12](=[O:14])[NH:17][CH2:18][CH:19]([OH:20])[c:21]1[cH:22][n:23][cH:24][cH:25][cH:26]1)[CH2:6][CH2:5]2.